This data is from the Open Reaction Database (ORD), a public repository of structured organic reaction records. The task is: describe an organic reaction: reactants, conditions, products, and yield Reaction SMILES: [H-].[Na+:2].CS(C)=O.[S:7]1[CH:11]=[CH:10][CH:9]=[C:8]1[CH2:12][C:13]([OH:15])=[O:14]>COCCOC>[S:7]1[CH:11]=[CH:10][CH:9]=[C:8]1[CH2:12][C:13]([O-:15])=[O:14].[Na+:2] |f:0.1,5.6|. Run in COCCOC (1,2-dimethoxyethane). Procedure details: To a suspension of 1.9 g. of sodium hydride (63% content) in 60 ml. of a mixture of dimethyl sulphoxide and 1,2-dimethoxyethane (2:1), there were added dropwise 3.7 ml. of thiolacetic acid at 0° C. with stirring under an atmosphere of nitrogen to give a sodium thiolacetate solution. To the reaction solution thus obtained, there was added a solution of 8.4 g. of methyl 9α,11α-bis-(p-toluenesulphonyloxy)-15α-(2-tetrahydropyranyloxy)-prosta-cis-5,trans-13-dienoate (prepared as described in Referenc... Starting materials: [H-].[Na+] (sodium hydride), CS(=O)C (dimethyl sulphoxide), S1C(=CC=C1)CC(=O)O (thiolacetic acid). Product: S1C(=CC=C1)CC(=O)[O-].[Na+] (sodium thiolacetate). Starting materials: CC(C(C)C=1C=C(C=C(O)C1)O)CCCCC (5-(3-methyl-2-octyl) resorcinol), C=O (formaldehyde), C(C)NCC (diethylamine). The product is CC(C(C)C=1C=C(C(=C(O)C1)CN(CC)CC)O)CCCCC (5-(3-methyl-2-octyl)-2-diethylaminomethyl resorcinol). Reaction SMILES: [CH3:1][CH:2]([CH2:13][CH2:14][CH2:15][CH2:16][CH3:17])[CH:3]([C:5]1[CH:6]=[C:7]([OH:12])[CH:8]=[C:9]([CH:11]=1)[OH:10])[CH3:4].[CH2:18]=O.[CH2:20]([NH:22][CH2:23][CH3:24])[CH3:21]>>[CH3:1][CH:2]([CH2:13][CH2:14][CH2:15][CH2:16][CH3:17])[CH:3]([C:5]1[CH:6]=[C:7]([OH:12])[C:8]([CH2:18][N:22]([CH2:23][CH3:24])[CH2:20][CH3:21])=[C:9]([CH:11]=1)[OH:10])[CH3:4]. Procedure: Using the procedure of Example 2, 5-(3-methyl-2-octyl) resorcinol is reacted with formaldehyde and diethylamine to obtain 5-(3-methyl-2-octyl)-2-diethylaminomethyl resorcinol. Reactants: BrC1=CC=C(O1)C=C1C(NC2=CC=C(C=C12)Cl)=O (3-((5-bromofuran-2-yl)methylene)-5-chloroindolin-2-one), C(=O)([O-])[O-].[Cs+].[Cs+] (Cs2CO3), CC1(OB(OC1(C)C)C1=CC=C(OCCCN2CCOCC2)C=C1)C (4-(3-(4-(4,4,5,5-tetramethyl-1,3,2-dioxaborolan-2-yl)phenoxy)propyl)morpholine). Run in O1CCOCC1.O (dioxane water). Reaction conditions: temperature 120 celsius. The product is ClC=1C=C2C(C(NC2=CC1)=O)=CC=1OC(=CC1)C1=CC=C(C=C1)OCCCN1CCOCC1 (5-chloro-3-((5-(4-(3-morpholinopropoxy)phenyl)furan-2-yl)methylene)indolin-2-one). Reaction SMILES: Br[C:2]1[O:6][C:5]([CH:7]=[C:8]2[C:16]3[C:11](=[CH:12][CH:13]=[C:14]([Cl:17])[CH:15]=3)[NH:10][C:9]2=[O:18])=[CH:4][CH:3]=1.C([O-])([O-])=O.[Cs+].[Cs+].CC1(C)C(C)(C)OB([C:33]2[CH:48]=[CH:47][C:36]([O:37][CH2:38][CH2:39][CH2:40][N:41]3[CH2:46][CH2:45][O:44][CH2:43][CH2:42]3)=[CH:35][CH:34]=2)O1>O1CCOCC1.O>[Cl:17][C:14]1[CH:15]=[C:16]2[C:11](=[CH:12][CH:13]=1)[NH:10][C:9](=[O:18])[C:8]2=[CH:7][C:5]1[O:6][C:2]([C:33]2[CH:48]=[CH:47][C:36]([O:37][CH2:38][CH2:39][CH2:40][N:41]3[CH2:42][CH2:43][O:44][CH2:45][CH2:46]3)=[CH:35][CH:34]=2)=[CH:3][CH:4]=1 |f:1.2.3,5.6|. Procedure details: To 3-((5-bromofuran-2-yl)methylene)-5-chloroindolin-2-one (50 mg, 0.155 mmol) in dioxane/water (5% water) was added Cs2CO3 (152 mg, 0.466 mmol) and 4-(3-(4-(4,4,5,5-tetramethyl-1,3,2-dioxaborolan-2-yl)phenoxy)propyl)morpholine (65 mg, 0.186 mmol). The mixture was degassed with nitrogen for 5 minutes then heated in microwave for 20 minutes at 120° C. The solution was diluted with water and the solid formed was isolated by filtration. The solid was purified by HPLC to yield 5-chloro-3-((5-(4-(3-mo... Reactants: C(=O)(N1C=NC=C1)N1C=NC=C1 (1,1′-carbonyldiimidazole), CN(C=O)C (dimethylformamide), CC1=CC(C=C(O1)C(=O)O)=O (6-methyl-4-oxo-4H-pyran-2-carboxylic acid), C1(CCCCC1)N (Cyclohexylamine). Conditions: time 8 hour. Product: C1(CCCCC1)NC(=O)C=1OC(=CC(C1OCC1=CC=CC=C1)=O)C (3-Benzyloxy-6-methyl-4-oxo-4H-pyran-2-carboxylic acid cyclohexylamide). Isolated yield 61.0%. As a reaction SMILES: [C:1]([N:8]1[CH:12]=[CH:11]N=C1)(N1C=CN=C1)=[O:2].C[C:14]1[O:19][C:18]([C:20](O)=O)=[CH:17][C:16](=[O:23])[CH:15]=1.[CH:24]1(N)[CH2:29][CH2:28][CH2:27][CH2:26][CH2:25]1.CN(C)[CH:33]=[O:34]>>[CH:12]1([NH:8][C:1]([C:14]2[O:19][C:18]([CH3:20])=[CH:17][C:16](=[O:23])[C:15]=2[O:34][CH2:33][C:24]2[CH:29]=[CH:28][CH:27]=[CH:26][CH:25]=2)=[O:2])[CH2:11][CH2:17][CH2:16][CH2:15][CH2:14]1. Procedure: 1,1′-carbonyldiimidazole (1.99 g, 12.30 mmol) was added to a solution of the 3-(benzyloxy,-6-methyl-4-oxo-4H-pyran-2-carboxylic acid (2.0 g, 7.69 mmol) in dimethylformamide (DMF, 18 ml) at room temperature. The resulting solution was heated at 40°-50° C. for 3 hrs. A light yellow solution was observed. Cyclohexylamine (1.23 ml, 10.76 mmol) was then added. The resulting mixture was stirred at room temperature for overnight. The DMF was removed under reduced pressure to give light yellow oil as a ... The reactants are O=C([O-])[O-], CC(C)(C)N, CCO, O=C(c1ccc(OCCCCl)cc1)c1cccc2[nH]ccc12, [K+], [K+]. Yields the product CC(C)(C)NCCCOc1ccc(C(=O)c2cccc3[nH]ccc23)cc1. Reaction SMILES: [C:23](=[O:24])([O-:25])[O-:26].[C:29]([CH3:30])([CH3:31])([CH3:32])[NH2:33].[CH3:34][CH2:35][OH:36].[Cl:1][CH2:2][CH2:3][CH2:4][O:5][c:6]1[cH:7][cH:8][c:9]([C:12](=[O:13])[c:14]2[c:15]3[cH:16][cH:17][nH:18][c:19]3[cH:20][cH:21][cH:22]2)[cH:10][cH:11]1.[K+:27].[K+:28]>>[CH2:2]([CH2:3][CH2:4][O:5][c:6]1[cH:7][cH:8][c:9]([C:12](=[O:13])[c:14]2[c:15]3[cH:16][cH:17][nH:18][c:19]3[cH:20][cH:21][cH:22]2)[cH:10][cH:11]1)[NH:33][C:29]([CH3:30])([CH3:31])[CH3:32]. Starting materials: CCOC(C)=O, O=C(CCl)c1ccccc1, O=C(NC1CN2CCC1CC2)OC(c1cccc(F)c1)c1cccc(F)c1. Product: O=C(NC1C[N+]2(CC(=O)c3ccccc3)CCC1CC2)OC(c1cccc(F)c1)c1cccc(F)c1, [Cl-]. As a reaction SMILES: [CH3:38][CH2:39][O:40][C:41](=[O:42])[CH3:43].[Cl:1][CH2:2][C:3](=[O:4])[c:5]1[cH:6][cH:7][cH:8][cH:9][cH:10]1.[N:11]12[CH2:12][CH:13]([NH:19][C:20]([O:21][CH:22]([c:23]3[cH:24][c:25]([F:29])[cH:26][cH:27][cH:28]3)[c:30]3[cH:31][c:32]([F:36])[cH:33][cH:34][cH:35]3)=[O:37])[CH:14]([CH2:15][CH2:16]1)[CH2:17][CH2:18]2>>[CH2:2]([C:3](=[O:4])[c:5]1[cH:6][cH:7][cH:8][cH:9][cH:10]1)[N+:11]12[CH2:12][CH:13]([NH:19][C:20]([O:21][CH:22]([c:23]3[cH:24][c:25]([F:29])[cH:26][cH:27][cH:28]3)[c:30]3[cH:31][c:32]([F:36])[cH:33][cH:34][cH:35]3)=[O:37])[CH:14]([CH2:15][CH2:16]1)[CH2:17][CH2:18]2.[Cl-:1]. Starting materials: Cl (HCl), C(C)(C)(C)OC(=O)N[C@H](C[C@H]1[C@@H](N(C(O1)(C)C)C(=O)OCC1=CC=CC=C1)CC1=CC=C(C=C1)C=1C=NC=CC1)CC1=CC=CC=C1 (benzyl(4S,5S)-5-{(2S)-2-[(tert-butoxycarbonyl)amino]-3-phenylpropyl}-2,2-dimethyl-4-[4-(3-pyridinyl)benzyl]-1,3-oxazolidine-3-carboxylate). Yields the product N[C@H](C[C@@H]([C@H](CC1=CC=C(C=C1)C=1C=NC=CC1)NC(OCC1=CC=CC=C1)=O)O)CC1=CC=CC=C1 (benzyl(1S,2S,4S)-4-amino-2-hydroxy-5-phenyl-1-[4-(3-pyridinyl)benzyl]pentylcarbamate), hydrochloride salt. Procedure: A solution containing the product from Example 67A (0.059 g, 0.093 mmol) in a mixture of methanol (3 mL) and aqueous HCl (1 mL, 1 N) was stirred at 50° C. for 2 hours, and concentrated to give the title compound as the hydrochloride salt, which was used without further purification. The solvent is CO (methanol). RXN SMILES: C(OC([NH:8][C@@H:9]([CH2:41][C:42]1[CH:47]=[CH:46][CH:45]=[CH:44][CH:43]=1)[CH2:10][C@@H:11]1[O:15]C(C)(C)[N:13]([C:18]([O:20][CH2:21][C:22]2[CH:27]=[CH:26][CH:25]=[CH:24][CH:23]=2)=[O:19])[C@H:12]1[CH2:28][C:29]1[CH:34]=[CH:33][C:32]([C:35]2[CH:36]=[N:37][CH:38]=[CH:39][CH:40]=2)=[CH:31][CH:30]=1)=O)(C)(C)C.Cl>CO>[NH2:8][C@@H:9]([CH2:41][C:42]1[CH:43]=[CH:44][CH:45]=[CH:46][CH:47]=1)[CH2:10][C@H:11]([OH:15])[C@@H:12]([NH:13][C:18](=[O:19])[O:20][CH2:21][C:22]1[CH:23]=[CH:24][CH:25]=[CH:26][CH:27]=1)[CH2:28][C:29]1[CH:30]=[CH:31][C:32]([C:35]2[CH:36]=[N:37][CH:38]=[CH:39][CH:40]=2)=[CH:33][CH:34]=1. Reaction conditions: temperature 50 celsius, time 2 hour. The reactants are COc1ccc(B(O)O)cc1 (effective_coupling_partner), CCN(CC)C(=O)Oc1cccc2ccccc12 (substrate). Reagents/catalysts: PCy3. Run at temperature 110 celsius, time 24 hour. The product is COc3ccc(c1cccc2ccccc12)cc3.